Dataset: the Open Reaction Database (ORD), a public repository of structured organic reaction records. Task: describe an organic reaction: reactants, conditions, products, and yield Reactants: BrCCOC1=CC=C(CC2=C(C(OC3=CC(=CC=C23)O)=O)C2=C(C=C(C=C2)Cl)Cl)C=C1 (4-(4-(2-Bromoethoxy)-benzyl)-3-(2,4-dichlorophenyl)-7-hydroxy-chromen-2-one), II (I2), Cl (HCl). Run in [NH4+].[OH-] (NH4OH), CO (MeOH), C(Cl)Cl (CH2Cl2). Reaction conditions: time 30 minute. The product is BrCCOC1=CC=C(CC2=C(C(OC3=C(C(=CC=C23)O)I)=O)C2=C(C=C(C=C2)Cl)Cl)C=C1 (4-(4-(2-Bromoethoxy)-benzyl)-3-(2,4-dichlorophenyl)-7-hydroxy-8-iodo-chromen-2-one). RXN SMILES: [Br:1][CH2:2][CH2:3][O:4][C:5]1[CH:31]=[CH:30][C:8]([CH2:9][C:10]2[C:19]3[C:14](=[CH:15][C:16]([OH:20])=[CH:17][CH:18]=3)[O:13][C:12](=[O:21])[C:11]=2[C:22]2[CH:27]=[CH:26][C:25]([Cl:28])=[CH:24][C:23]=2[Cl:29])=[CH:7][CH:6]=1.[I:32]I.Cl>[NH4+].[OH-].CO.C(Cl)Cl>[Br:1][CH2:2][CH2:3][O:4][C:5]1[CH:31]=[CH:30][C:8]([CH2:9][C:10]2[C:19]3[C:14](=[C:15]([I:32])[C:16]([OH:20])=[CH:17][CH:18]=3)[O:13][C:12](=[O:21])[C:11]=2[C:22]2[CH:27]=[CH:26][C:25]([Cl:28])=[CH:24][C:23]=2[Cl:29])=[CH:7][CH:6]=1 |f:3.4|. Procedure: To a solution of 4-(4-(2-Bromoethoxy)-benzyl)-3-(2,4-dichlorophenyl)-7-hydroxy-chromen-2-one (2.734 g, 5.26 mmol) in NH4OH (22 mL), MeOH (55 mL) and CH2Cl2 (33 mL) was added I2 (1.334 g, 5.26 mmol), and the resulting mixture was stirred at r.t for 30 min. Aqueous 4 M HCl was then added to lower the pH of the aqueous layer to 5. The resultant layers were separated and the aqueous phase was extracted with AcOEt (3×). The combined organic layers were washed with brine (2×), dried (MgSO4) and concen... The reactants are C(=O)(O)[O-].[Na+] (NaHCO3), C(=S)(Cl)Cl (thiophosgene), CC1=NC(=CC=C1N)C(F)(F)F (2-methyl-6-(trifluoromethyl)pyridin-3-amine), C(C)(C)N(C(C)C)CC (N,N-diisopropylethylamine), Cl.ClC1=CC=C(CN2C(=NN=C2[C@@H]2NCCC2)CC)C=C1 ((R)-4-(4-chlorobenzyl)-3-ethyl-5-(pyrrolidin-2-yl)-4H-1,2,4-triazole HCl salt), C(C)(C)N(C(C)C)CC (N,N-diisopropylethylamine). The solvent is [Cl-].[Na+].O (brine), C(Cl)Cl (CH2Cl2), ClCCl (dichloromethane), ClCCl (dichloromethane). Run at temperature 0 celsius. The product is ClC1=CC=C(CN2C(=NN=C2C)[C@@H]2N(CCC2)C(NC=2C(=NC(=CC2)C(F)(F)F)C)=S)C=C1 ((R)-2-(4-(4-chlorobenzyl)-5-methyl-4H-1,2,4-triazol-3-yl)-N-(2-methyl-6-(trifluoromethyl)pyridin-3-yl)pyrrolidine-1-carbothioamide). Isolated yield 26.9%. As a reaction SMILES: [C:1](Cl)(Cl)=[S:2].[CH3:5][C:6]1[C:11]([NH2:12])=[CH:10][CH:9]=[C:8]([C:13]([F:16])([F:15])[F:14])[N:7]=1.C(N(CC)C(C)C)(C)C.Cl.[Cl:27][C:28]1[CH:46]=[CH:45][C:31]([CH2:32][N:33]2[C:37]([C@H:38]3[CH2:42][CH2:41][CH2:40][NH:39]3)=[N:36][N:35]=[C:34]2[CH2:43]C)=[CH:30][CH:29]=1.C([O-])(O)=O.[Na+]>C(Cl)Cl.[Cl-].[Na+].O>[Cl:27][C:28]1[CH:46]=[CH:45][C:31]([CH2:32][N:33]2[C:34]([CH3:43])=[N:35][N:36]=[C:37]2[C@H:38]2[CH2:42][CH2:41][CH2:40][N:39]2[C:1](=[S:2])[NH:12][C:11]2[C:6]([CH3:5])=[N:7][C:8]([C:13]([F:14])([F:16])[F:15])=[CH:9][CH:10]=2)=[CH:30][CH:29]=1 |f:3.4,5.6,8.9.10|. Procedure details: To a stirring solution of thiophosgene (0.23 mL, 3 mmol) in 50 mL of CH2Cl2 at 0° C. was added dropwise a mixed solution of 2-methyl-6-(trifluoromethyl)pyridin-3-amine (0.528 g, 3 mmol) and N,N-diisopropylethylamine (0.522 mL, 3 mmol) in dichloromethane (10 mL). The reaction mixture was stirred at 0° C., warming up to room temperature within an hour. Then the mixture was cooled at 0° C. and to it was added a solution of the (R)-4-(4-chlorobenzyl)-3-ethyl-5-(pyrrolidin-2-yl)-4H-1,2,4-triazole HCl...